This data is from the Open Reaction Database (ORD), a public repository of structured organic reaction records. The task is: describe an organic reaction: reactants, conditions, products, and yield The reactants are FC(S(=O)(=O)OC1=C(C=CC(=C1)O[Si](C(C)C)(C(C)C)C(C)C)C1=C(C=CC(=C1)OC)F)(F)F (2′-fluoro-5′-methoxy-4-((triisopropylsilyl)oxy)-[1,1′-biphenyl]-2-yl trifluoromethanesulfonate), BrCC(C)(C)C (1-bromo-2,2-dimethylpropane), [Mg] (magnesium), [Cl-].[NH4+] (ammonium chloride). The reagents and catalysts are CC(C)C1=C(C(=CC=C1)C(C)C)N2CC[N+](=[C-]2)C3=C(C=CC=C3C(C)C)C(C)C (SIPr). Solvent: C1CCOC1 (THF), C(C)OCC (diethyl ether). Run at time 1 hour. The product is FC1=C(C=C(C=C1)OC)C1=C(C=C(C=C1)O[Si](C(C)C)(C(C)C)C(C)C)CC(C)(C)C (((2′-fluoro-5′-methoxy-2-neopentyl-[1,1′-biphenyl]-4-yl)oxy)triisopropylsilane). Reaction SMILES: Br[CH2:2][C:3]([CH3:6])([CH3:5])[CH3:4].[Mg].FC(F)(F)S(O[C:14]1[CH:19]=[C:18]([O:20][Si:21]([CH:28]([CH3:30])[CH3:29])([CH:25]([CH3:27])[CH3:26])[CH:22]([CH3:24])[CH3:23])[CH:17]=[CH:16][C:15]=1[C:31]1[CH:36]=[C:35]([O:37][CH3:38])[CH:34]=[CH:33][C:32]=1[F:39])(=O)=O.[Cl-].[NH4+]>C(OCC)C.CC(C1C=CC=C(C(C)C)C=1N1[C-]=[N+](C2C(C(C)C)=CC=CC=2C(C)C)CC1)C.C1COCC1>[F:39][C:32]1[CH:33]=[CH:34][C:35]([O:37][CH3:38])=[CH:36][C:31]=1[C:15]1[CH:14]=[CH:19][C:18]([O:20][Si:21]([CH:22]([CH3:24])[CH3:23])([CH:28]([CH3:30])[CH3:29])[CH:25]([CH3:27])[CH3:26])=[CH:17][C:16]=1[CH2:2][C:3]([CH3:6])([CH3:5])[CH3:4] |f:3.4|. Procedure details: Under an argon atmosphere, a solution of 1-bromo-2,2-dimethylpropane (23.2 mL) in diethyl ether (250 mL) was added dropwise to magnesium (4.92 g) at a slow refluxing rate, and the reaction mixture was heated under reflux further for 30 min. Under an argon atmosphere, to a solution of 2′-fluoro-5′-methoxy-4-((triisopropylsilyl)oxy)-[1,1′-biphenyl]-2-yl trifluoromethanesulfonate (19.2 g) and a PEPPSI™-SIPr catalyst (trade name) (1.26 g) in THF (200 mL) was added the solution prepared above, and th...